From a dataset of the Open Reaction Database (ORD), a public repository of structured organic reaction records. describe an organic reaction: reactants, conditions, products, and yield Reactants: NCCCOC1=CC(=CC(=C1)CO)CO (1-(3-amino-propyloxy)-3,5-bis-(hydroxymethyl)-benzene), CC(CCC(=O)O)(C)SSC (4-methyl-4-methyldisulfanyl-pentanoic acid), C(C)(C)N=C=NC(C)C (N,N′-diisopropylcarbodiimide), O.ON1N=NC2=C1C=CC=C2 (1-hydroxybenzotriazole hydrate). The solvent is O (water), CN(C=O)C (dimethylformamide). Run at time 15 hour. Yields the product CC(CCC(=O)NCCCOC1=CC(=CC(=C1)CO)CO)(C)SSC (1-[3-(4-methyl-4-methyldisulfanyl-pentanoylamino)-propyloxy]-3,5-bis-(hydroxymethyl)-benzene). Yield: 54.7%. As a reaction SMILES: [NH2:1][CH2:2][CH2:3][CH2:4][O:5][C:6]1[CH:11]=[C:10]([CH2:12][OH:13])[CH:9]=[C:8]([CH2:14][OH:15])[CH:7]=1.[CH3:16][C:17]([S:24][S:25][CH3:26])([CH3:23])[CH2:18][CH2:19][C:20](O)=[O:21].C(N=C=NC(C)C)(C)C.O.ON1C2C=CC=CC=2N=N1>CN(C)C=O.O>[CH3:16][C:17]([S:24][S:25][CH3:26])([CH3:23])[CH2:18][CH2:19][C:20]([NH:1][CH2:2][CH2:3][CH2:4][O:5][C:6]1[CH:11]=[C:10]([CH2:12][OH:13])[CH:9]=[C:8]([CH2:14][OH:15])[CH:7]=1)=[O:21] |f:3.4|. Reported procedure: To a solution of 1-(3-amino-propyloxy)-3,5-bis-(hydroxymethyl)-benzene (50 mg) in dimethylformamide (1 mL) was added 4-methyl-4-methyldisulfanyl-pentanoic acid (44 mg), N,N′-diisopropylcarbodiimide (35 mL) and 1-hydroxybenzotriazole hydrate (5.8 mg). After 15 h at room temperature, water was added to the reaction mixture and the aqueous solution was extracted twice with ethyl acetate. The combined organic solutions were washed with a saturated sodium chloride aqueous solution, dried over magnesi... Starting materials: [OH-].[Na+] (NaOH), NC(=C(C#N)NC=N)C#N (N-(2-amino-1,2-dicyanovinyl) formamidine), Cl (hydrochloric acid). The solvent is O (Water). The product is C1=NC(=C(N1)C(=O)N)N (AICA). As a reaction SMILES: [OH-:1].[Na+].[NH2:3][C:4](C#N)=[C:5]([NH:8][CH:9]=[NH:10])[C:6]#[N:7].Cl>O>[CH:9]1[NH:8][C:5]([C:4]([NH2:3])=[O:1])=[C:6]([NH2:7])[N:10]=1 |f:0.1|. Procedure details: Water (50 ml) and an aqueous solution of 25% NaOH (43.0 g) were added to 8 g of N-(2-amino-1,2-dicyanovinyl) formamidine (hereinafter abbreviated as AMD), and reacted under reflux for 2 hours. This aqueous solution was cooled to room temperature or below and adjusted the pH to 7 by adding 35% hydrochloric acid. The reaction solution was concentrated and exsiccated under reduced pressure followed by adding ethanol, and subsequently insoluble sodium chloride was filtrated and removed. The filtrate... The reactants are [N+](=O)([O-])C1=CC=C(C=O)C=C1 (4-nitrobenzaldehyde), [N+](=O)([O-])C(C)O (nitroethanol), Cl (hydrochloric acid), ice, C(C)(=O)O (acetic acid). The solvent is CO (methanol), C(C)N(CC)CC (triethylamine). Conditions: temperature 0 celsius, time 30 minute. Product: [N+](=O)([O-])C1=CC=C(C=C1)C(C(CO)[N+](=O)[O-])O (1-(4-nitrophenyl)-2-nitro-1,3-propanediol). Yield: 70.2%. RXN SMILES: [N+:1]([C:4]1[CH:11]=[CH:10][C:7]([CH:8]=[O:9])=[CH:6][CH:5]=1)([O-:3])=[O:2].[N+:12]([CH:15](O)[CH3:16])([O-:14])=[O:13].C(O)(=[O:20])C.Cl>CO.C(N(CC)CC)C>[N+:1]([C:4]1[CH:5]=[CH:6][C:7]([CH:8]([OH:9])[CH:15]([N+:12]([O-:14])=[O:13])[CH2:16][OH:20])=[CH:10][CH:11]=1)([O-:3])=[O:2]. Procedure: 7.55 g (0.05 moles) of 4-nitrobenzaldehyde and 4.55 g (0.05 moles) of nitroethanol are suspended in a mixture of 30 ml of methanol and 0.2 ml of triethylamine. The mixture is stirred at 0° C. until dissolution (about 30 minutes) and then allowed to stand at 0° C. for 20 hours. The mixture is acidified (pH 2) with 0.2 ml of acetic acid and 0.2 ml of concentrated hydrochloric acid, and 20 ml of ice-cold water are added. The separated crystals are filtered off, washed with chloroform and dried. 8.5...